From a dataset of the Open Reaction Database (ORD), a public repository of structured organic reaction records. describe an organic reaction: reactants, conditions, products, and yield Reactants: BrC(C(=O)OC(C)(C)C)(C)C (tert-butyl 2-bromo-2-methylpropanoate), O (water), NC1=C2C(=NC=N1)N(N=C2C)C(C)C2=C(C(=C(C#N)C(=C2)Cl)C2CNC2)OCC (4-[1-(4-Amino-3-methyl-1H-pyrazolo[3,4-d]pyrimidin-1-yl)ethyl]-2-azetidin-3-yl-6-chloro-3-ethoxybenzonitrile), NC1=C2C(=NC=N1)N(N=C2C)C(C)C2=C(C(=C(C#N)C(=C2)Cl)C2CNC2)OCC (4-[1-(4-Amino-3-methyl-1H-pyrazolo[3,4-d]pyrimidin-1-yl)ethyl]-2-azetidin-3-yl-6-chloro-3-ethoxybenzonitrile), C([O-])([O-])=O.[K+].[K+] (potassium carbonate). The solvent is CN(C=O)C (N,N-dimethylformamide). Run at temperature 60 celsius. The product is NC1=C2C(=NC=N1)N(N=C2C)C(C)C=2C(=C(C(=C(C2)Cl)C#N)C2CN(C2)C(C(=O)OC(C)(C)C)(C)C)OCC (tert-Butyl 2-(3-{3-[1-(4-amino-3-methyl-1H-pyrazolo[3,4-d]pyrimidin-1-yl)ethyl]-5-chloro-6-cyano-2-ethoxyphenyl}azetidin-1-yl)-2-methylpropanoate). The yield is 84.4%. RXN SMILES: [NH2:1][C:2]1[N:7]=[CH:6][N:5]=[C:4]2[N:8]([CH:12]([C:14]3[CH:21]=[C:20]([Cl:22])[C:17]([C:18]#[N:19])=[C:16]([CH:23]4[CH2:26][NH:25][CH2:24]4)[C:15]=3[O:27][CH2:28][CH3:29])[CH3:13])[N:9]=[C:10]([CH3:11])[C:3]=12.C(=O)([O-])[O-].[K+].[K+].Br[C:37]([CH3:46])([CH3:45])[C:38]([O:40][C:41]([CH3:44])([CH3:43])[CH3:42])=[O:39].O>CN(C)C=O>[NH2:1][C:2]1[N:7]=[CH:6][N:5]=[C:4]2[N:8]([CH:12]([C:14]3[C:15]([O:27][CH2:28][CH3:29])=[C:16]([CH:23]4[CH2:24][N:25]([C:37]([CH3:46])([CH3:45])[C:38]([O:40][C:41]([CH3:44])([CH3:43])[CH3:42])=[O:39])[CH2:26]4)[C:17]([C:18]#[N:19])=[C:20]([Cl:22])[CH:21]=3)[CH3:13])[N:9]=[C:10]([CH3:11])[C:3]=12 |f:1.2.3|. Reported procedure: A solution of 4-[1-(4-amino-3-methyl-1H-pyrazolo[3,4-d]pyrimidin-1-yl)ethyl]-2-azetidin-3-yl-6-chloro-3-ethoxybenzonitrile (0.38 g, 0.92 mmol, chiral intermediate from Example 212) in N,N-dimethylformamide (4.6 mL) was treated with potassium carbonate (0.51 g, 3.7 mmol) followed by tert-butyl 2-bromo-2-methylpropanoate (0.86 mL, 4.6 mmol) and heated at 60° C. for 3 h. The reaction mixture was poured into water and extracted with ethyl acetate. The organic layer was separated, dried with magnesiu... The reactants are COc1cc(OC)nc(Cc2ccccc2N)n1, ClCCl, O=S(=O)(OS(=O)(=O)C(F)(F)F)C(F)(F)F, c1ccncc1. Product: COc1cc(OC)nc(Cc2ccccc2NS(=O)(=O)C(F)(F)F)n1. Reaction SMILES: [CH3:16][O:17][c:18]1[n:19][c:20]([CH2:26][c:27]2[c:28]([NH2:29])[cH:30][cH:31][cH:32][cH:33]2)[n:21][c:22]([O:24][CH3:25])[cH:23]1.[Cl:40][CH2:41][Cl:42].[F:1][C:2]([F:3])([F:4])[S:5](=[O:6])([O:8][S:7]([C:9]([F:10])([F:11])[F:12])(=[O:13])=[O:14])=[O:15].[cH:34]1[cH:35][cH:36][n:37][cH:38][cH:39]1>>[F:1][C:2]([F:3])([F:4])[S:5](=[O:6])(=[O:8])[NH:29][c:28]1[c:27]([CH2:26][c:20]2[n:19][c:18]([O:17][CH3:16])[cH:23][c:22]([O:24][CH3:25])[n:21]2)[cH:33][cH:32][cH:31][cH:30]1.